This data is from the Open Reaction Database (ORD), a public repository of structured organic reaction records. The task is: describe an organic reaction: reactants, conditions, products, and yield Reactants: COC1=C(C(=C(C2=C1CCC(CC2)CCOC2=CC=C(C(=O)OCC)C=C2)OC)OC)OC (ethyl 4-[2-(1,2,3,4-tetramethoxy-6,7,8,9-tetrahydro-5H-benzo[a]cyclohepten-7-yl)ethoxy]benzoate), [H-].[Na+] (sodium hydride). Run in CO (methanol). The product is COC1=C(C(=C(C2=C1CCC(CC2)CCOC2=CC=C(C(=O)O)C=C2)OC)OC)OC (4-[2-(1,2,3,4-Tetramethoxy-6,7,8,9-tetrahydro-5H-benzo[a]cyclohepten-7-yl)ethoxy]benzoic acid). Yield: 80.6%. As a reaction SMILES: [CH3:1][O:2][C:3]1[C:8]2[CH2:9][CH2:10][CH:11]([CH2:14][CH2:15][O:16][C:17]3[CH:27]=[CH:26][C:20]([C:21]([O:23]CC)=[O:22])=[CH:19][CH:18]=3)[CH2:12][CH2:13][C:7]=2[C:6]([O:28][CH3:29])=[C:5]([O:30][CH3:31])[C:4]=1[O:32][CH3:33].[H-].[Na+]>CO>[CH3:1][O:2][C:3]1[C:8]2[CH2:9][CH2:10][CH:11]([CH2:14][CH2:15][O:16][C:17]3[CH:18]=[CH:19][C:20]([C:21]([OH:23])=[O:22])=[CH:26][CH:27]=3)[CH2:12][CH2:13][C:7]=2[C:6]([O:28][CH3:29])=[C:5]([O:30][CH3:31])[C:4]=1[O:32][CH3:33] |f:1.2|. Reported procedure: The mixture of ethyl 4-[2-(1,2,3,4-tetramethoxy-6,7,8,9-tetrahydro-5H-benzo[a]cyclohepten-7-yl)ethoxy]benzoate (1.77 g), aqueous sodium hydride (3N, 1.93 ml), and methanol (30 ml) was heated under reflux for 6 hr. The reaction mixture was concentrated in vacuo, diluted with water, made acidic with hydrochloric acid, and extracted with ethyl acetate. The organic layer was washed with water and saturated aqueous sodium chloride and dried. The solvent was removed in vacuo. The residue was recrystal...